This data is from the Open Reaction Database (ORD), a public repository of structured organic reaction records. The task is: describe an organic reaction: reactants, conditions, products, and yield Starting materials: [Br-], Cc1ccccc1, Oc1cccc(Cl)c1, O=C(O)c1cc(Cl)ccc1Cl, [H-], [Na+]. The product is O=C(O)c1cc(Cl)ccc1Oc1cccc(Cl)c1. As a reaction SMILES: [Br-:22].[CH3:23][c:24]1[cH:25][cH:26][cH:27][cH:28][cH:29]1.[Cl:12][c:13]1[cH:14][c:15]([OH:19])[cH:16][cH:17][cH:18]1.[Cl:1][c:2]1[c:3]([C:4](=[O:5])[OH:6])[cH:7][c:8]([Cl:11])[cH:9][cH:10]1.[H-:20].[Na+:21]>>[c:2]1([O:19][c:15]2[cH:14][c:13]([Cl:12])[cH:18][cH:17][cH:16]2)[c:3]([C:4](=[O:5])[OH:6])[cH:7][c:8]([Cl:11])[cH:9][cH:10]1.